This data is from the Open Reaction Database (ORD), a public repository of structured organic reaction records. The task is: describe an organic reaction: reactants, conditions, products, and yield Starting materials: CO, CCOc1cc(C2OCCO2)cc2c1OC(C)(C)C=C2C(C)(C)O, O, Cc1ccc(S(=O)(=O)[O-])cc1, c1cc[nH+]cc1. Product: CCOc1cc(C=O)cc2c1OC(C)(C)C=C2C(C)(C)O. RXN SMILES: [CH3:43][OH:44].[O:1]1[CH:2]([c:6]2[cH:7][c:8]3[c:13]([c:14]([O:16][CH2:17][CH3:18])[cH:15]2)[O:12][C:11]([CH3:19])([CH3:20])[CH:10]=[C:9]3[C:21]([CH3:22])([CH3:23])[OH:24])[O:5][CH2:4][CH2:3]1.[OH2:25].[c:26]1([CH3:27])[cH:28][cH:29][c:30]([S:31]([O-:32])(=[O:33])=[O:34])[cH:35][cH:36]1.[nH+:37]1[cH:38][cH:39][cH:40][cH:41][cH:42]1>>[O:1]=[CH:2][c:6]1[cH:7][c:8]2[c:13]([c:14]([O:16][CH2:17][CH3:18])[cH:15]1)[O:12][C:11]([CH3:19])([CH3:20])[CH:10]=[C:9]2[C:21]([CH3:22])([CH3:23])[OH:24]. Reactants: Cc1c(Cl)sc(Cl)c1CCl, c1ccc(P(c2ccccc2)c2ccccc2)cc1, c1ccccc1. Yields the product Cc1c(Cl)sc(Cl)c1C[P+](c1ccccc1)(c1ccccc1)c1ccccc1, [Cl-]. Reaction SMILES: [Cl:1][CH2:2][c:3]1[c:4]([Cl:10])[s:5][c:6]([Cl:9])[c:7]1[CH3:8].[c:11]1([P:17]([c:18]2[cH:19][cH:20][cH:21][cH:22][cH:23]2)[c:24]2[cH:25][cH:26][cH:27][cH:28][cH:29]2)[cH:12][cH:13][cH:14][cH:15][cH:16]1.[cH:30]1[cH:31][cH:32][cH:33][cH:34][cH:35]1>>[CH2:2]([c:3]1[c:4]([Cl:10])[s:5][c:6]([Cl:9])[c:7]1[CH3:8])[P+:17]([c:11]1[cH:12][cH:13][cH:14][cH:15][cH:16]1)([c:18]1[cH:19][cH:20][cH:21][cH:22][cH:23]1)[c:24]1[cH:25][cH:26][cH:27][cH:28][cH:29]1.[Cl-:1]. Starting materials: Clc1ccc2c(c1)C(c1ccccc1)=C1CN(Cc3ccccc3)CC1C2, CC(=O)O, I, P. Yields the product Clc1ccc2c(c1)C(c1ccccc1)C1CN(Cc3ccccc3)CC1C2. Reaction SMILES: [CH2:2]([c:3]1[cH:4][cH:5][cH:6][cH:7][cH:8]1)[N:9]1[CH2:10][C:11]2=[C:12]([c:23]3[cH:24][cH:25][cH:26][cH:27][cH:28]3)[c:13]3[c:14]([cH:18][cH:19][c:20]([Cl:22])[cH:21]3)[CH2:15][CH:16]2[CH2:17]1.[CH3:30][C:31](=[O:32])[OH:33].[IH:1].[P:29]>>[CH2:2]([c:3]1[cH:4][cH:5][cH:6][cH:7][cH:8]1)[N:9]1[CH2:10][CH:11]2[CH:12]([c:23]3[cH:24][cH:25][cH:26][cH:27][cH:28]3)[c:13]3[c:14]([cH:18][cH:19][c:20]([Cl:22])[cH:21]3)[CH2:15][CH:16]2[CH2:17]1. Reactants: C(C)(C)(C)OC(=O)NC(C)C=1NC(=CC1C(=O)OCC)C1=C2N=C(C(=NC2=CC=C1)C)NCC(F)(F)F (ethyl 2-(1-((tert-butoxycarbonyl)amino)ethyl)-5-(2-methyl-3-((2,2,2-trifluoroethyl)amino)quinoxalin-5-yl)-1H-pyrrole-3-carboxylate), C(=O)([O-])[O-].[K+].[K+] (K2CO3), BrCC(=O)C1=C2N=C(C(=NC2=CC=C1)C)NCC(F)(F)F (2-bromo-1-(2-methyl-3-((2,2,2-trifluoroethyl)amino)quinoxalin-5-yl)ethanone), C(C)(C)(C)OC(=O)NCC(CC(=O)OCC)=O (ethyl 4-((tert-butoxycarbonyl)amino)-3-oxobutanoate), C(C)(C)(C)OC(=O)NCC(C(C(=O)OCC)CC(=O)C1=C2N=C(C(=NC2=CC=C1)C)NCC(F)(F)F)=O (ethyl 4-((tert-butoxycarbonyl)amino)-2-(2-(2-methyl-3-((2,2,2-trifluoroethyl)amino)quinoxalin-5-yl)-2-oxoethyl)-3-oxobutanoate), NH4OAc. Run in CN(C)C=O (DMF), CCO (EtOH), CC(=O)O (AcOH). The product is C(C)(C)(C)OC(=O)NCC=1NC(=CC1C(=O)OCC)C1=C2N=C(C(=NC2=CC=C1)C)NCC(F)(F)F (ethyl 2-(((tert-butoxycarbonyl)amino)methyl)-5-(2-methyl-3-((2,2,2-trifluoroethyl)amino)quinoxalin-5-yl)-1H-pyrrole-3-carboxylate). Isolated yield 55.0%. Reaction SMILES: [C:1]([O:5][C:6]([NH:8][CH:9]([C:11]1[NH:12][C:13]([C:21]2[CH:30]=[CH:29][CH:28]=[C:27]3[C:22]=2[N:23]=[C:24]([NH:32][CH2:33][C:34]([F:37])([F:36])[F:35])[C:25]([CH3:31])=[N:26]3)=[CH:14][C:15]=1[C:16]([O:18][CH2:19][CH3:20])=[O:17])C)=[O:7])([CH3:4])([CH3:3])[CH3:2].BrCC(C1C=CC=C2C=1N=C(NCC(F)(F)F)C(C)=N2)=O.C(OC(NCC(=O)CC(OCC)=O)=O)(C)(C)C.C([O-])([O-])=O.[K+].[K+].C(OC(NCC(=O)C(CC(C1C=CC=C2C=1N=C(NCC(F)(F)F)C(C)=N2)=O)C(OCC)=O)=O)(C)(C)C>CN(C=O)C.CCO.CC(O)=O>[C:1]([O:5][C:6]([NH:8][CH2:9][C:11]1[NH:12][C:13]([C:21]2[CH:30]=[CH:29][CH:28]=[C:27]3[C:22]=2[N:23]=[C:24]([NH:32][CH2:33][C:34]([F:35])([F:36])[F:37])[C:25]([CH3:31])=[N:26]3)=[CH:14][C:15]=1[C:16]([O:18][CH2:19][CH3:20])=[O:17])=[O:7])([CH3:2])([CH3:3])[CH3:4] |f:3.4.5|. Procedure: This compound (380 mg, 0.75 mmol, 55% yield) as a yellow solid was prepared according to the procedure described for 293b, using 2-bromo-1-(2-methyl-3-((2,2,2-trifluoroethyl)amino)quinoxalin-5-yl)ethanone (616) (492 mg, 1.36 mmol), ethyl 4-((tert-butoxycarbonyl)amino)-3-oxobutanoate (601) (400 mg, 1.63 mmol) and K2CO3 (0.21 mL, 3.40 mmol) in DMF (2.75 mL), followed by subsequent treatment of the resulting ethyl 4-((tert-butoxycarbonyl)amino)-2-(2-(2-methyl-3-((2,2,2-trifluoroethyl)amino)quinoxal... Starting materials: CC(C)Oc1ccc(-c2nc(-c3cccc4c(CCC(=O)OC(C)(C)C)cn(C)c34)no2)cc1C#N, ClCCl, O=C(O)C(F)(F)F. The product is CC(C)Oc1ccc(-c2nc(-c3cccc4c(CCC(=O)O)cn(C)c34)no2)cc1C#N. As a reaction SMILES: [C:8](#[N:9])[c:10]1[cH:11][c:12](-[c:20]2[n:21][c:22](-[c:25]3[cH:26][cH:27][cH:28][c:29]4[c:30]([CH2:35][CH2:36][C:37](=[O:38])[O:39][C:40]([CH3:41])([CH3:42])[CH3:43])[cH:31][n:32]([CH3:34])[c:33]34)[n:23][o:24]2)[cH:13][cH:14][c:15]1[O:16][CH:17]([CH3:18])[CH3:19].[Cl:44][CH2:45][Cl:46].[OH:1][C:2]([C:3]([F:4])([F:5])[F:6])=[O:7]>>[C:8](#[N:9])[c:10]1[cH:11][c:12](-[c:20]2[n:21][c:22](-[c:25]3[cH:26][cH:27][cH:28][c:29]4[c:30]([CH2:35][CH2:36][C:37](=[O:38])[OH:39])[cH:31][n:32]([CH3:34])[c:33]34)[n:23][o:24]2)[cH:13][cH:14][c:15]1[O:16][CH:17]([CH3:18])[CH3:19]. Starting materials: BrC=1C(=C(C=C2C(C(=CN(C12)C1=C(C=C(C=C1)F)F)C(=O)OCC)=O)F)F (ethyl 8-bromo-1-(2,4-difluorophenyl)-6,7-difluoro-1,4-dihydro-4-oxo-3-quinolinecarboxylate), C(CCC)[Sn](CCCC)(CCCC)C#C[Si](C)(C)C (tributylstannyl-trimethylsilyl-acetylene). Reagents/catalysts: [Pd].C1(=CC=CC=C1)P(C1=CC=CC=C1)C1=CC=CC=C1.C1(=CC=CC=C1)P(C1=CC=CC=C1)C1=CC=CC=C1.C1(=CC=CC=C1)P(C1=CC=CC=C1)C1=CC=CC=C1.C1(=CC=CC=C1)P(C1=CC=CC=C1)C1=CC=CC=C1 (tetrakis(triphenylphosphine)-palladium(0)). Solvent: C1(=CC=CC=C1)C (toluene). The product is FC1=C(C=CC(=C1)F)N1C=C(C(C2=CC(=C(C(=C12)C#C[Si](C)(C)C)F)F)=O)C(=O)OCC (ethyl 1-(2,4-difluorophenyl)-6,7-difluoro-1,4-dihydro-8-(trimethylsilylethinyl)-4-oxo-3-quinolinecarboxylate). The yield is 69.0%. RXN SMILES: Br[C:2]1[C:3]([F:27])=[C:4]([F:26])[CH:5]=[C:6]2[C:11]=1[N:10]([C:12]1[CH:17]=[CH:16][C:15]([F:18])=[CH:14][C:13]=1[F:19])[CH:9]=[C:8]([C:20]([O:22][CH2:23][CH3:24])=[O:21])[C:7]2=[O:25].C([Sn]([C:41]#[C:42][Si:43]([CH3:46])([CH3:45])[CH3:44])(CCCC)CCCC)CCC>C1(C)C=CC=CC=1.[Pd].C1(P(C2C=CC=CC=2)C2C=CC=CC=2)C=CC=CC=1.C1(P(C2C=CC=CC=2)C2C=CC=CC=2)C=CC=CC=1.C1(P(C2C=CC=CC=2)C2C=CC=CC=2)C=CC=CC=1.C1(P(C2C=CC=CC=2)C2C=CC=CC=2)C=CC=CC=1>[F:19][C:13]1[CH:14]=[C:15]([F:18])[CH:16]=[CH:17][C:12]=1[N:10]1[C:11]2[C:6](=[CH:5][C:4]([F:26])=[C:3]([F:27])[C:2]=2[C:41]#[C:42][Si:43]([CH3:46])([CH3:45])[CH3:44])[C:7](=[O:25])[C:8]([C:20]([O:22][CH2:23][CH3:24])=[O:21])=[CH:9]1 |f:3.4.5.6.7|. Procedure: 6.7 g of ethyl 8-bromo-1-(2,4-difluorophenyl)-6,7-difluoro-1,4-dihydro-4-oxo-3-quinolinecarboxylate (Example Z20), 10.8 g of tributylstannyl-trimethylsilyl-acetylene and 0.87 g of tetrakis(triphenylphosphine)-palladium(0) are refluxed for 24 hours in 50 ml of absolute toluene under a nitrogen atmosphere. The product crystallises from the reaction mixture at -18° C. 4.8 g of ethyl 1-(2,4-difluorophenyl)-6,7-difluoro-1,4-dihydro-8-(trimethylsilylethinyl)-4-oxo-3-quinolinecarboxylate are obtained (...